Dataset: the Open Reaction Database (ORD), a public repository of structured organic reaction records. Task: describe an organic reaction: reactants, conditions, products, and yield As a reaction SMILES: [CH3:20][S:21](=[O:22])[CH3:23].[Cl:3][c:4]1[cH:5][c:6]([NH2:10])[n:7][cH:8][cH:9]1.[H-:1].[NH2:11][c:12]1[c:13]([F:19])[cH:14][c:15]([OH:18])[cH:16][cH:17]1.[Na+:2]>>[c:4]1([O:18][c:15]2[cH:14][c:13]([F:19])[c:12]([NH2:11])[cH:17][cH:16]2)[cH:5][c:6]([NH2:10])[n:7][cH:8][cH:9]1. The product is Nc1cc(Oc2ccc(N)c(F)c2)ccn1. Reactants: CS(C)=O, Nc1cc(Cl)ccn1, [H-], Nc1ccc(O)cc1F, [Na+]. Reactants: [Na+], C1CCOC1, [OH-], Cc1ccc(S(=O)(=O)n2nc(-c3cccnc3)c3c2CC(c2ccccc2)(c2ccccc2)C=C3)cc1. The product is C1=CC(c2ccccc2)(c2ccccc2)Cc2[nH]nc(-c3cccnc3)c21. RXN SMILES: [Na+:2].[O:40]1[CH2:41][CH2:42][CH2:43][CH2:44]1.[OH-:1].[c:3]1([C:9]2([c:34]3[cH:35][cH:36][cH:37][cH:38][cH:39]3)[CH:10]=[CH:11][c:12]3[c:13](-[c:28]4[cH:29][n:30][cH:31][cH:32][cH:33]4)[n:14][n:15]([S:18]([c:19]4[cH:20][cH:21][c:22]([CH3:23])[cH:24][cH:25]4)(=[O:26])=[O:27])[c:16]3[CH2:17]2)[cH:4][cH:5][cH:6][cH:7][cH:8]1>>[c:3]1([C:9]2([c:34]3[cH:35][cH:36][cH:37][cH:38][cH:39]3)[CH:10]=[CH:11][c:12]3[c:13](-[c:28]4[cH:29][n:30][cH:31][cH:32][cH:33]4)[n:14][nH:15][c:16]3[CH2:17]2)[cH:4][cH:5][cH:6][cH:7][cH:8]1. Reactants: ClC(Cl)Cl, CC(C)(C)OC(=O)N1CCCC(CN(Cc2cc3c(cn2)OCCO3)C(=O)C(F)(F)F)C1, O=C(O)C(F)(F)F. The product is O=C(N(Cc1cc2c(cn1)OCCO2)CC1CCCNC1)C(F)(F)F. As a reaction SMILES: [CH:33]([Cl:34])([Cl:35])[Cl:36].[O:1]1[CH2:2][CH2:3][O:4][c:5]2[cH:6][n:7][c:8]([CH2:11][N:12]([C:13]([C:14]([F:15])([F:16])[F:17])=[O:18])[CH2:19][CH:20]3[CH2:21][N:22]([C:26]([O:27][C:28]([CH3:29])([CH3:30])[CH3:31])=[O:32])[CH2:23][CH2:24][CH2:25]3)[cH:9][c:10]21.[OH:37][C:38]([C:39]([F:40])([F:41])[F:42])=[O:43]>>[O:1]1[CH2:2][CH2:3][O:4][c:5]2[cH:6][n:7][c:8]([CH2:11][N:12]([C:13]([C:14]([F:15])([F:16])[F:17])=[O:18])[CH2:19][CH:20]3[CH2:21][NH:22][CH2:23][CH2:24][CH2:25]3)[cH:9][c:10]21. The reactants are C(C)OC(CCC1=C(C=CC=2C(C3=CC(=CC=C3OC12)C(=O)OC)=O)OCCCCC=CC1=CC=C(C=C1)OC)=O (7-methoxycarbonyl-3-{[6-(4-methoxyphenyl)-5-hexenyl]oxy}-9-oxo-9H-xanthene-4-propanic acid ethyl ester), [H][H] (hydrogen). The reagents and catalysts are [Pd] (palladium on carbon). The solvent is C(C)(=O)OCC (ethyl acetate). Yields the product C(C)OC(CCC1=C(C=CC=2C(C3=CC(=CC=C3OC12)C(=O)OC)=O)OCCCCCCC1=CC=C(C=C1)OC)=O (7-methoxycarbonyl-3-{[6-(4-methoxyphenyl)hexyl]oxy}-9-oxo-9H-xanthene-4-propanoic acid ethyl ester). The yield is 91.7%. RXN SMILES: [CH2:1]([O:3][C:4](=[O:41])[CH2:5][CH2:6][C:7]1[C:20]2[O:19][C:18]3[C:13](=[CH:14][C:15]([C:21]([O:23][CH3:24])=[O:22])=[CH:16][CH:17]=3)[C:12](=[O:25])[C:11]=2[CH:10]=[CH:9][C:8]=1[O:26][CH2:27][CH2:28][CH2:29][CH2:30][CH:31]=[CH:32][C:33]1[CH:38]=[CH:37][C:36]([O:39][CH3:40])=[CH:35][CH:34]=1)[CH3:2].[H][H]>C(OCC)(=O)C.[Pd]>[CH2:1]([O:3][C:4](=[O:41])[CH2:5][CH2:6][C:7]1[C:20]2[O:19][C:18]3[C:13](=[CH:14][C:15]([C:21]([O:23][CH3:24])=[O:22])=[CH:16][CH:17]=3)[C:12](=[O:25])[C:11]=2[CH:10]=[CH:9][C:8]=1[O:26][CH2:27][CH2:28][CH2:29][CH2:30][CH2:31][CH2:32][C:33]1[CH:34]=[CH:35][C:36]([O:39][CH3:40])=[CH:37][CH:38]=1)[CH3:2]. Reported procedure: A solution of 630 mg of 7-methoxycarbonyl-3-{[6-(4-methoxyphenyl)-5-hexenyl]oxy}-9-oxo-9H-xanthene-4-propanic acid ethyl ester in ethyl acetate was hydrogenated in the presence of 10 mg of 5% palladium on carbon. After hydrogen uptake ceased, the solution was filtered, concentrated in vacuo, and the residue crystallized from ethyl acetate/hexane to provide 580 mg of the desired subtitle intermediate, m.p. 108°-109° C.